This data is from the Open Reaction Database (ORD), a public repository of structured organic reaction records. The task is: describe an organic reaction: reactants, conditions, products, and yield The reactants are C1CCOC1, CCOC(=O)C(Cc1ccccc1)Oc1ccc(-c2ccc(C)n2CCc2ccc(OCCCCCCc3ccccc3)cc2)cc1, CO, Cl, [K+], [OH-]. Product: Cc1ccc(-c2ccc(OC(Cc3ccccc3)C(=O)O)cc2)n1CCc1ccc(OCCCCCCc2ccccc2)cc1. As a reaction SMILES: [CH2:51]1[O:52][CH2:53][CH2:54][CH2:55]1.[CH3:1][c:2]1[cH:3][cH:4][c:5](-[c:28]2[cH:29][cH:30][c:31]([O:32][CH:33]([C:34](=[O:35])[O:36][CH2:37][CH3:38])[CH2:39][c:40]3[cH:41][cH:42][cH:43][cH:44][cH:45]3)[cH:46][cH:47]2)[n:6]1[CH2:7][CH2:8][c:9]1[cH:10][cH:11][c:12]([O:15][CH2:16][CH2:17][CH2:18][CH2:19][CH2:20][CH2:21][c:22]2[cH:23][cH:24][cH:25][cH:26][cH:27]2)[cH:13][cH:14]1.[CH3:56][OH:57].[ClH:50].[K+:49].[OH-:48]>>[CH3:1][c:2]1[cH:3][cH:4][c:5](-[c:28]2[cH:29][cH:30][c:31]([O:32][CH:33]([C:34](=[O:35])[OH:36])[CH2:39][c:40]3[cH:41][cH:42][cH:43][cH:44][cH:45]3)[cH:46][cH:47]2)[n:6]1[CH2:7][CH2:8][c:9]1[cH:10][cH:11][c:12]([O:15][CH2:16][CH2:17][CH2:18][CH2:19][CH2:20][CH2:21][c:22]2[cH:23][cH:24][cH:25][cH:26][cH:27]2)[cH:13][cH:14]1. The reactants are ClCCl, Cc1c(C2(O)CCC(c3ccccc3)(N(C)C)CC2)[nH]c2ccncc12, CS(=O)(=O)O, [Na+], [OH-], O. Product: Cc1c(C2=CCC(c3ccccc3)(N(C)C)CC2)[nH]c2ccncc12. Reaction SMILES: [CH2:30]([Cl:31])[Cl:32].[CH3:1][N:2]([C:3]1([c:20]2[cH:21][cH:22][cH:23][cH:24][cH:25]2)[CH2:4][CH2:5][C:6]([OH:9])([c:10]2[c:11]([CH3:19])[c:12]3[cH:13][n:14][cH:15][cH:16][c:17]3[nH:18]2)[CH2:7][CH2:8]1)[CH3:26].[CH3:33][S:34](=[O:35])(=[O:36])[OH:37].[Na+:29].[OH-:28].[OH2:27]>>[CH3:1][N:2]([C:3]1([c:20]2[cH:21][cH:22][cH:23][cH:24][cH:25]2)[CH2:4][CH:5]=[C:6]([c:10]2[c:11]([CH3:19])[c:12]3[cH:13][n:14][cH:15][cH:16][c:17]3[nH:18]2)[CH2:7][CH2:8]1)[CH3:26]. The reactants are [OH-].[Na+] (sodium hydroxide), [Cr](=O)(=O)([O-])Cl.[NH+]1=CC=CC=C1 (pyridinium chlorochromate), C(C)(=O)[O-].[Na+] (sodium acetate), OC1CCNCC1 (4-hydroxypiperidine). Solvent: ClCCl (dichloromethane). Conditions: time 5 hour. The product is N1=CC=C(C=C1)N1CCC(CC1)=O (1-(4-pyridyl)-4-piperidinone). Isolated yield 53.3%. Reaction SMILES: [Cr](Cl)([O-])(=O)=O.[NH+:6]1[CH:11]=[CH:10][CH:9]=[CH:8][CH:7]=1.C([O-])(=O)C.[Na+].[OH:17][CH:18]1[CH2:23][CH2:22][NH:21][CH2:20][CH2:19]1.[OH-].[Na+]>ClCCl>[N:6]1[CH:11]=[CH:10][C:9]([N:21]2[CH2:22][CH2:23][C:18](=[O:17])[CH2:19][CH2:20]2)=[CH:8][CH:7]=1 |f:0.1,2.3,5.6|. Reported procedure: To a suspension of pyridinium chlorochromate (24.1 g) and sodium acetate (18.3 g) in dichloromethane (500 ml) was added small portionwise 4-hydroxypiperidine (9.7 g), and the mixture was stirred at room temperature for 5 hours. To the reaction solution was added 1N sodium hydroxide solution, and insoluble materials were dissolved. The separated aqueous layer was extracted with dichloromethane, and combined dichloromethane solution was washed with brine, dried, concentrated and crystallized from ... Starting materials: Cl.C(C)OC(=N)C1=CC=C(C=C1)NC(=O)C=1CCOC2=C(C1)C=C(C=C2)C2=CC=C(C=C2)C (N-[4-(ethoxycarbonimidoyl)phenyl]-7-(4-methylphenyl)-2,3-dihydro-1-benzooxepine-4-carboxamide hydrochloride), C(C)N (ethylamine). Solvent: C(C)O (ethanol). Reaction conditions: time 4 day. The product is Cl.C(C)NC(=N)C1=CC=C(C=C1)NC(=O)C=1CCOC2=C(C1)C=C(C=C2)C2=CC=C(C=C2)C (N-(4-ethylamidinophenyl)-7-(4-methylphenyl)-2,3-dihydro-1-benzooxepine-4-carboxamide hydrochloride). Reaction SMILES: [ClH:1].C(O[C:5]([C:7]1[CH:12]=[CH:11][C:10]([NH:13][C:14]([C:16]2[CH2:17][CH2:18][O:19][C:20]3[CH:26]=[CH:25][C:24]([C:27]4[CH:32]=[CH:31][C:30]([CH3:33])=[CH:29][CH:28]=4)=[CH:23][C:21]=3[CH:22]=2)=[O:15])=[CH:9][CH:8]=1)=[NH:6])C.[CH2:34]([NH2:36])[CH3:35]>C(O)C>[ClH:1].[CH2:34]([NH:36][C:5]([C:7]1[CH:8]=[CH:9][C:10]([NH:13][C:14]([C:16]2[CH2:17][CH2:18][O:19][C:20]3[CH:26]=[CH:25][C:24]([C:27]4[CH:28]=[CH:29][C:30]([CH3:33])=[CH:31][CH:32]=4)=[CH:23][C:21]=3[CH:22]=2)=[O:15])=[CH:11][CH:12]=1)=[NH:6])[CH3:35] |f:0.1,4.5|. Procedure: Into a suspension (4 ml) of N-[4-(ethoxycarbonimidoyl)phenyl]-7-(4-methylphenyl)-2,3-dihydro-1-benzooxepine-4-carboxamide hydrochloride (169 mg) in ethanol was added ethylamine (1 ml). The resulting mixture was stirred at room temperature for 4 days and was then concentrated. The residue was suspended in ethyl acetate, 4 N hydrochloric acid/ethyl acetate was added and the precipitate was collected by filtration. The precipitate was recrystallized from ethyl acetate/methanol to obtain N-(4-ethyla... The reactants are CCOC(=O)C(Cc1ccc(OCCNC(=O)c2ccc(-c3ccc(F)cc3)nc2)cc1)Oc1ccc(C(C)C)cc1, [Na+], [OH-]. Product: CC(C)c1ccc(OC(Cc2ccc(OCCNC(=O)c3ccc(-c4ccc(F)cc4)nc3)cc2)C(=O)O)cc1. Reaction SMILES: [F:1][c:2]1[cH:3][cH:4][c:5](-[c:8]2[n:9][cH:10][c:11]([C:14](=[O:15])[NH:16][CH2:17][CH2:18][O:19][c:20]3[cH:21][cH:22][c:23]([CH2:26][CH:27]([C:28](=[O:29])[O:30][CH2:31][CH3:32])[O:33][c:34]4[cH:35][cH:36][c:37]([CH:40]([CH3:41])[CH3:42])[cH:38][cH:39]4)[cH:24][cH:25]3)[cH:12][cH:13]2)[cH:6][cH:7]1.[Na+:44].[OH-:43]>>[F:1][c:2]1[cH:3][cH:4][c:5](-[c:8]2[n:9][cH:10][c:11]([C:14](=[O:15])[NH:16][CH2:17][CH2:18][O:19][c:20]3[cH:21][cH:22][c:23]([CH2:26][CH:27]([C:28](=[O:29])[OH:30])[O:33][c:34]4[cH:35][cH:36][c:37]([CH:40]([CH3:41])[CH3:42])[cH:38][cH:39]4)[cH:24][cH:25]3)[cH:12][cH:13]2)[cH:6][cH:7]1. Starting materials: C(C)(=O)CCNC1=C(C=C(C=C1)C=1C=C(C=CC1CC=C)C1=CC=C(C=C1)C(=O)OCC)C(C)(C)C (ethyl 4″-(acetylethylamino)-4′-allyl-3″-tert-butyl[1,1′;3′,1″]terphenyl-4-carboxylate), C12CCCC(CCC1)B2 (9-borabicyclo[3.3.1]nonane), [OH-].[Na+] (sodium hydroxide), OO (hydrogen peroxide), C(C)(=O)CCNC1=C(C=C(C=C1)C=1C=C(C=CC1CCCO)C1=CC=C(C=C1)C(=O)OCC)C(C)(C)C (ethyl 4″-(acetylethylamino)-3″-tert-butyl-4′-(3-hydroxypropyl)-[1,1′;3′,1″]terphenyl-4-carboxylate). Product: C(C)(=O)CCNC1=C(C=C(C=C1)C=1C=C(C=CC1)C1=CCC(C=C1)(C(=O)OCC)CCCO)C(C)(C)C (ethyl 4″-(acetylethylamino)-3″-tert-butyl-4-(3-hydroxypropyl)-[1,1′;3′,1″]terphenyl-4-carboxylate). Isolated yield 100.0%. Reaction SMILES: [C:1]([CH2:4][CH2:5]NC1C=CC(C2C=C(C3C=CC(C(OCC)=O)=CC=3)C=CC=2CC=C)=CC=1C(C)(C)C)(=[O:3])C.C12BC(CCC1)CCC2.[OH-].[Na+].OO.[C:50]([CH2:53][CH2:54][NH:55][C:56]1[CH:61]=[CH:60][C:59]([C:62]2[CH:63]=[C:64]([C:72]3[CH:77]=[CH:76][C:75]([C:78]([O:80][CH2:81][CH3:82])=[O:79])=[CH:74][CH:73]=3)[CH:65]=[CH:66][C:67]=2CCCO)=[CH:58][C:57]=1[C:83]([CH3:86])([CH3:85])[CH3:84])(=[O:52])[CH3:51]>>[C:50]([CH2:53][CH2:54][NH:55][C:56]1[CH:61]=[CH:60][C:59]([C:62]2[CH:63]=[C:64]([C:72]3[CH:73]=[CH:74][C:75]([CH2:5][CH2:4][CH2:1][OH:3])([C:78]([O:80][CH2:81][CH3:82])=[O:79])[CH2:76][CH:77]=3)[CH:65]=[CH:66][CH:67]=2)=[CH:58][C:57]=1[C:83]([CH3:84])([CH3:85])[CH3:86])(=[O:52])[CH3:51] |f:2.3|. Procedure: In a manner similar to that of Example 32c, by reacting 0.2 g (0.41 mmol) of ethyl 4″-(acetylethylamino)-4′-allyl-3″-tert-butyl[1,1′;3′,1″]terphenyl-4-carboxylate with 150 mg (1.24 mmol) of 9-borabicyclo[3.3.1]nonane, followed by addition of 1.25 mL (1.28 mmol) of 1N sodium hydroxide solution and 1 g (10.3 mmol) of hydrogen peroxide, 205 mg of ethyl 4″-(acetylethylamino)-3″-tert-butyl-4′-(3-hydroxypropyl)-[1,1′;3′,1″]terphenyl-4-carboxylate are obtained (yield=100%) in the form of a colorless oi... The reactants are C(O)([O-])=O.[Na+] (sodium hydrogencarbonate), ClCCl (dichloromethane), CC(C)(C1=CC(=C(C=C1)Cl)Cl)NC(C(C)=O)C (N-[1-methyl-1-(3,4-dichlorophenyl)ethyl]-N-(1-methyl-2-oxopropyl)amine), FC1=C(C=CC=C1)CC(=O)Cl (2-fluorophenylacetyl chloride). Procedure: To 20 ml of dichloromethane were added 3.0 g of N-[1-methyl-1-(3,4-dichlorophenyl)ethyl]-N-(1-methyl-2-oxopropyl)amine and 3.5 g of pyridine, and 4.0 g of 2-fluorophenylacetyl chloride was then added dropwise thereto at 5° to 10° C. After stirring at room temperature for 1 hour, a saturated aqueous sodium hydrogencarbonate solution was added, followed by extraction with dichloromethane. After dried over anhydrous sodium sulfate, the solution was concentrated by an evaporator, and the resulting o... Reaction conditions: time 1 hour. Run in N1=CC=CC=C1 (pyridine). As a reaction SMILES: ClCCl.[CH3:4][C:5]([NH:15][CH:16]([CH3:20])[C:17](=O)[CH3:18])([C:7]1[CH:12]=[CH:11][C:10]([Cl:13])=[C:9]([Cl:14])[CH:8]=1)[CH3:6].[F:21][C:22]1[CH:27]=[CH:26][CH:25]=[CH:24][C:23]=1[CH2:28][C:29](Cl)=[O:30].C(=O)([O-])O.[Na+]>N1C=CC=CC=1>[CH3:6][C:5]([N:15]1[CH:16]([CH3:20])[C:17]([CH3:18])=[C:28]([C:23]2[CH:24]=[CH:25][CH:26]=[CH:27][C:22]=2[F:21])[C:29]1=[O:30])([C:7]1[CH:12]=[CH:11][C:10]([Cl:13])=[C:9]([Cl:14])[CH:8]=1)[CH3:4] |f:3.4|. Yield: 58.2%. Product: CC(C)(C1=CC(=C(C=C1)Cl)Cl)N1C(C(=C(C1C)C)C1=C(C=CC=C1)F)=O (1-[1-methyl-1-(3,4-dichlorophenyl)ethyl]-4,5-dimethyl-3-(2-fluorophenyl)-3-pyrroline-2-one).